Dataset: the Open Reaction Database (ORD), a public repository of structured organic reaction records. Task: describe an organic reaction: reactants, conditions, products, and yield Reported procedure: The title compound was synthesized in analogy to example S3-C using 4-tert-butylbenzaldehyde (1000 mg, 6.17 mmol), ethanolamine (371 μl, 6.17 mmol) and sodium borohydride (350 mg, 9.25 mmol). The desired product (1190 mg, 93%) was isolated without further purification as a colorless oil. MS (ISP) 208.3 (M+H)+. The reactants are C(C)(C)(C)C1=CC=C(C=O)C=C1 (4-tert-butylbenzaldehyde), C(O)CN (ethanolamine), [BH4-].[Na+] (sodium borohydride). Reaction SMILES: [C:1]([C:5]1[CH:12]=[CH:11][C:8]([CH:9]=O)=[CH:7][CH:6]=1)([CH3:4])([CH3:3])[CH3:2].[CH2:13]([CH2:15][NH2:16])[OH:14].[BH4-].[Na+]>>[C:1]([C:5]1[CH:12]=[CH:11][C:8]([CH2:9][NH:16][CH2:15][CH2:13][OH:14])=[CH:7][CH:6]=1)([CH3:4])([CH3:3])[CH3:2] |f:2.3|. Yields the product C(C)(C)(C)C1=CC=C(CNCCO)C=C1 (2-(4-tert-butylbenzylamino)-ethanol). Yield: 93.0%.